This data is from the Open Reaction Database (ORD), a public repository of structured organic reaction records. The task is: describe an organic reaction: reactants, conditions, products, and yield The reactants are CS(=O)(=O)NC1=NC=C(C=N1)C(=O)O (2-(methylsulfonamido)pyrimidine-5-carboxylic acid), ClC=1C=[N+](C=C(C1C[C@H](OC(CO)=O)C1=CC(=C(C=C1)OC(F)F)OCC1CC1)Cl)[O-] ((S)-3,5-dichloro-4-(2-(3-(cyclopropylmethoxy)-4-(difluoromethoxy)phenyl)-2-(2-hydroxyacetoxy)ethyl)pyridine 1-oxide), C(CCl)Cl (EDC). The reagents and catalysts are CN(C)C=1C=CN=CC1 (DMAP). The solvent is C(Cl)Cl (DCM). The product is ClC=1C=[N+](C=C(C1C[C@H](OC(COC(=O)C=1C=NC(=NC1)NS(=O)(=O)C)=O)C1=CC(=C(C=C1)OC(F)F)OCC1CC1)Cl)[O-] ((S)-3,5-dichloro-4-(2-(3-(cyclopropylmethoxy)-4-(difluoromethoxy)phenyl)-2-(2-(2-(methylsulfonamido)pyrimidine-5-carbonyloxy)acetoxy)ethyl)pyridine 1-oxide). Isolated yield 45.6%. RXN SMILES: [CH3:1][S:2]([NH:5][C:6]1[N:11]=[CH:10][C:9]([C:12]([OH:14])=[O:13])=[CH:8][N:7]=1)(=[O:4])=[O:3].[Cl:15][C:16]1[CH:17]=[N+:18]([O-:45])[CH:19]=[C:20]([Cl:44])[C:21]=1[CH2:22][C@@H:23]([C:29]1[CH:34]=[CH:33][C:32]([O:35][CH:36]([F:38])[F:37])=[C:31]([O:39][CH2:40][CH:41]2[CH2:43][CH2:42]2)[CH:30]=1)[O:24][C:25](=[O:28])[CH2:26]O.C(Cl)CCl>C(Cl)Cl.CN(C1C=CN=CC=1)C>[Cl:44][C:20]1[CH:19]=[N+:18]([O-:45])[CH:17]=[C:16]([Cl:15])[C:21]=1[CH2:22][C@@H:23]([C:29]1[CH:34]=[CH:33][C:32]([O:35][CH:36]([F:38])[F:37])=[C:31]([O:39][CH2:40][CH:41]2[CH2:43][CH2:42]2)[CH:30]=1)[O:24][C:25](=[O:28])[CH2:26][O:13][C:12]([C:9]1[CH:8]=[N:7][C:6]([NH:5][S:2]([CH3:1])(=[O:3])=[O:4])=[N:11][CH:10]=1)=[O:14]. Reported procedure: To a suspension of 2-(methylsulfonamido)pyrimidine-5-carboxylic acid (0.130 g, 0.599 mmol) in dry DCM (5.44 ml), (S)-3,5-dichloro-4-(2-(3-(cyclopropylmethoxy)-4-(difluoromethoxy)phenyl)-2-(2-hydroxyacetoxy)ethyl)pyridine 1-oxide (See Scheme 21, step 6-9) (0.260 g, 0.544 mmol), EDC (0.313 g, 1.632 mmol), and DMAP (0.665 g, 0.544 mmol) were sequentially added with stirring at room temperature under nitrogen, and the mixture was stirred for 20 hours. The solvent was removed, and the crude was purif...